This data is from the Open Reaction Database (ORD), a public repository of structured organic reaction records. The task is: describe an organic reaction: reactants, conditions, products, and yield The reactants are C1CCOC1, CO, CCOC(=S)c1c(Cc2ccccc2)c2ccccc2n1Cc1ccc(Cl)c(Cl)c1, [Na+], [OH-]. Product: OC(=S)c1c(Cc2ccccc2)c2ccccc2n1Cc1ccc(Cl)c(Cl)c1. As a reaction SMILES: [CH2:33]1[O:34][CH2:35][CH2:36][CH2:37]1.[CH3:38][OH:39].[Cl:1][c:2]1[cH:3][c:4]([CH2:5][n:6]2[c:7]([C:22](=[S:23])[O:24][CH2:25][CH3:26])[c:8]([CH2:15][c:16]3[cH:17][cH:18][cH:19][cH:20][cH:21]3)[c:9]3[cH:10][cH:11][cH:12][cH:13][c:14]23)[cH:27][cH:28][c:29]1[Cl:30].[Na+:32].[OH-:31]>>[Cl:1][c:2]1[cH:3][c:4]([CH2:5][n:6]2[c:7]([C:22](=[S:23])[OH:24])[c:8]([CH2:15][c:16]3[cH:17][cH:18][cH:19][cH:20][cH:21]3)[c:9]3[cH:10][cH:11][cH:12][cH:13][c:14]23)[cH:27][cH:28][c:29]1[Cl:30]. Reactants: NCCOC1=CC=C(C(C(=O)N)=C1)O (5-(2-aminoethoxy)-salicylamide). Run in CO (methanol). Reaction SMILES: [NH2:1][CH2:2][CH2:3][O:4][C:5]1[CH:13]=[C:9]([C:10]([NH2:12])=[O:11])[C:8]([OH:14])=[CH:7][CH:6]=1>[Pd].CO>[CH2:10]([NH:1][CH2:2][CH2:3][O:4][C:5]1[CH:13]=[C:9]([C:10]([NH2:12])=[O:11])[C:8]([OH:14])=[CH:7][CH:6]=1)[C:9]1[CH:13]=[CH:5][CH:6]=[CH:7][CH:8]=1. The reagents and catalysts are [Pd] (palladium-on-charcoal). Reported procedure: The 5-(2-aminoethoxy)-salicylamide with a melting point of 140°, which is required as a starting material, is obtained analogously to Example 21 by catalytic debenzylation of 5-(2-benzylaminoethoxy)-salicylamide by means of 5% palladium-on-charcoal catalyst in methanol. Product: C(C1=CC=CC=C1)NCCOC1=CC=C(C(C(=O)N)=C1)O (5-(2-benzylaminoethoxy)-salicylamide). The reactants are C(C)(C)(C)OC(=O)N1CCC(CC1)N1C=NC(=C1C1=CC(=NC=C1)NC1=CC=CC=C1)C1=CC=C(C=C1)F (1-(1-t-butoxycarbonyl-4-piperidinyl)-4-(4-fluorophenyl)-5-(2-anilino-4-pyridinyl)imidazole), C(=O)(C(F)(F)F)O (TFA). Run at time 0.5 hour. The product is N1CCC(CC1)N1C=NC(=C1C1=CC(=NC=C1)NC1=CC=CC=C1)C1=CC=C(C=C1)F (1-(4-Piperidinyl)-4-(4-fluorophenyl)-5-(2-anilino-4-pyridinyl)imidazole). RXN SMILES: C(OC([N:8]1[CH2:13][CH2:12][CH:11]([N:14]2[C:18]([C:19]3[CH:24]=[CH:23][N:22]=[C:21]([NH:25][C:26]4[CH:31]=[CH:30][CH:29]=[CH:28][CH:27]=4)[CH:20]=3)=[C:17]([C:32]3[CH:37]=[CH:36][C:35]([F:38])=[CH:34][CH:33]=3)[N:16]=[CH:15]2)[CH2:10][CH2:9]1)=O)(C)(C)C.C(O)(C(F)(F)F)=O>>[NH:8]1[CH2:9][CH2:10][CH:11]([N:14]2[C:18]([C:19]3[CH:24]=[CH:23][N:22]=[C:21]([NH:25][C:26]4[CH:31]=[CH:30][CH:29]=[CH:28][CH:27]=4)[CH:20]=3)=[C:17]([C:32]3[CH:33]=[CH:34][C:35]([F:38])=[CH:36][CH:37]=3)[N:16]=[CH:15]2)[CH2:12][CH2:13]1. Procedure: To 1-(1-t-butoxycarbonyl-4-piperidinyl)-4-(4-fluorophenyl)-5-(2-anilino-4-pyridinyl)imidazole (175 mg, 0.34 mmol) was added a cooled solution of TFA (12 mL) at −10° C. The reaction mixture was allowed to warm to ambient temperature and stirred at this temperature for 0.5 h. The solvent was evaporated under reduced pressure and the residue was dissoved in H2O (10 mL) to which 3 N HCl (0.5 mL) was added. The acidic solution was extracted twice with EtOAc and made basic with 50% NaOH and extracted ... Procedure details: 114.5 g of 1-(1,2,5,6-tetrahydro-1-methyl-3-pyridinyl)ethanone was placed into a 2-l. beaker and dissolved in 500 ml of absolute ethanol. The solution was stirred (mechanical stirrer) in an icebath, while 150.0 g of 48% aqueous hydrobromic acid was added dropwise from a dropping funnel at such a rate that the temperature did not exceed 25°. The resulting slurry was stirred in the icebath for 30 minutes. The precipitate was collected by filtration, washed with 2×175 ml portions of ice cold absolu... The yield is 73.2%. The solvent is C(C)O (ethanol). Reactants: CN1CC(=CCC1)C(C)=O (1-(1,2,5,6-tetrahydro-1-methyl-3-pyridinyl)ethanone), 2-l, Br (hydrobromic acid). The product is Br.CN1CC(=CCC1)C(C)=O (1(1,2,5,6-tetrahydro-1-methyl-3-pyridinyl)ethanone hydrobromide). RXN SMILES: [CH3:1][N:2]1[CH2:7][CH2:6][CH:5]=[C:4]([C:8](=[O:10])[CH3:9])[CH2:3]1.[BrH:11]>C(O)C>[BrH:11].[CH3:1][N:2]1[CH2:7][CH2:6][CH:5]=[C:4]([C:8](=[O:10])[CH3:9])[CH2:3]1 |f:3.4|. Reactants: C(Cl)(Cl)(Cl)C(F)(F)C(Cl)(Cl)Cl (CCl3CF2CCl3), C(Cl)(Cl)C(F)(F)C(Cl)(Cl)Cl (CHCl2CF2CCl3). The product is C(Cl)(Cl)C(F)(F)C(Cl)Cl (CHCl2CF2CHCl2). RXN SMILES: [C:1]([C:5]([C:8](Cl)([Cl:10])[Cl:9])([F:7])[F:6])(Cl)([Cl:3])[Cl:2].C(C(C(Cl)(Cl)Cl)(F)F)(Cl)Cl>>[CH:1]([C:5]([CH:8]([Cl:10])[Cl:9])([F:7])[F:6])([Cl:3])[Cl:2]. Reported procedure: The reaction was conducted and the product was analyzed in the same manner as in Example 1-1 except that 34 g (0.12 mol) of CCl3CF2CCl3 was used. As a result, it was found that the conversion was 84%, and CHCl2CF2CCl3 formed at a selectivity of 46% and CHCl2CF2CHCl2 formed at a selectivity of 44%. The reactants are C(CC(O)(C(=O)O)CC(=O)O)(=O)O (citric acid), C(C)N(CCCCCCOC1=CC=C(C=C1)\C(=C(\Cl)/C1=CC=CC=C1)\C1=CC=CC=C1)CC ((E)-1-[4-(6-diethylaminohexoxy)phenyl]-1,2-diphenyl-2-chloro-ethylene), C(CC(O)(C(=O)O)CC(=O)O)(=O)O (citric acid). The solvent is C(C)O (ethanol), C(C)O (ethanol). Conditions: temperature -20 celsius, time 18 hour. Yields the product C(CC(O)(C(=O)O)CC(=O)O)(=O)O.C(C)N(CCCCCCOC1=CC=C(C=C1)\C(=C(\Cl)/C1=CC=CC=C1)\C1=CC=CC=C1)CC ((E)-1-[4-(6-Diethylaminohexoxy)phenyl]-1,2-diphenyl-2-chloro-ethylene citrate salt). Reaction SMILES: [C:1]([OH:13])(=[O:12])[CH2:2][C:3]([CH2:8][C:9]([OH:11])=[O:10])([C:5]([OH:7])=[O:6])[OH:4].[CH2:14]([N:16]([CH2:45][CH3:46])[CH2:17][CH2:18][CH2:19][CH2:20][CH2:21][CH2:22][O:23][C:24]1[CH:29]=[CH:28][C:27](/[C:30](/[C:39]2[CH:44]=[CH:43][CH:42]=[CH:41][CH:40]=2)=[C:31](\[C:33]2[CH:38]=[CH:37][CH:36]=[CH:35][CH:34]=2)/[Cl:32])=[CH:26][CH:25]=1)[CH3:15]>C(O)C>[C:1]([OH:13])(=[O:12])[CH2:2][C:3]([CH2:8][C:9]([OH:11])=[O:10])([C:5]([OH:7])=[O:6])[OH:4].[CH2:45]([N:16]([CH2:14][CH3:15])[CH2:17][CH2:18][CH2:19][CH2:20][CH2:21][CH2:22][O:23][C:24]1[CH:29]=[CH:28][C:27](/[C:30](/[C:39]2[CH:44]=[CH:43][CH:42]=[CH:41][CH:40]=2)=[C:31](\[C:33]2[CH:34]=[CH:35][CH:36]=[CH:37][CH:38]=2)/[Cl:32])=[CH:26][CH:25]=1)[CH3:46] |f:3.4|. Reported procedure: Combine citric acid (370 mg, 0.80 mmol) and ethanol (4 mL) and heat until the solid dissolves. Combine (E)-1-[4-(6-diethylaminohexoxy)phenyl]-1,2-diphenyl-2-chloro-ethylene (154 mg, 0.80 mmol) and warm ethanol (5 mL) and add with stirring to the citric acid solution prepared above. Filter while still warm and then cool in a freezer at -20° C. until crystals begin to form and then allow to stand at ambient temperature for 18 hours. Filter to give the title compound as a solid: mp; 84°-87° C. Reactants: CCOC(=O)CN1CCNCCN(CC(=O)OCC)CCN(CC(=O)OCC)CC1, CCCCN(CC1CO1)S(C)(=O)=O, CCO. Yields the product CCCCN(CC(O)CN1CCN(CC(=O)OCC)CCN(CC(=O)OCC)CCN(CC(=O)OCC)CC1)S(C)(=O)=O. RXN SMILES: [CH2:1]([CH3:2])[O:3][C:4](=[O:5])[CH2:6][N:7]1[CH2:8][CH2:9][N:10]([CH2:25][C:26](=[O:27])[O:28][CH2:29][CH3:30])[CH2:11][CH2:12][N:13]([CH2:19][C:20](=[O:21])[O:22][CH2:23][CH3:24])[CH2:14][CH2:15][NH:16][CH2:17][CH2:18]1.[CH2:31]([CH2:32][CH2:33][CH3:34])[N:35]([S:36](=[O:37])(=[O:38])[CH3:39])[CH2:40][CH:41]1[O:42][CH2:43]1.[CH3:44][CH2:45][OH:46]>>[CH2:1]([CH3:2])[O:3][C:4](=[O:5])[CH2:6][N:7]1[CH2:8][CH2:9][N:10]([CH2:25][C:26](=[O:27])[O:28][CH2:29][CH3:30])[CH2:11][CH2:12][N:13]([CH2:19][C:20](=[O:21])[O:22][CH2:23][CH3:24])[CH2:14][CH2:15][N:16]([CH2:43][CH:41]([CH2:40][N:35]([CH2:31][CH2:32][CH2:33][CH3:34])[S:36](=[O:37])(=[O:38])[CH3:39])[OH:42])[CH2:17][CH2:18]1. Starting materials: Cl.N=C1SC=C(N1)C(C(=O)NC1[C@@H]2N(C(=C(CS2)COC(C)=O)C(=O)O)C1=O)=NO (7-[2-(2-imino-4-thiazolin-4-yl)-2-hydroxyimino-acetamido]-3-acetoxymethyl-3-cephem-4-carboxylic acid hydrochloride), CC1=NSC(=N1)S (3-methyl-1,2,4-thiadiazole-5-thiol), C(O)([O-])=O.[Na+] (sodium hydrogen carbonate), O (water). Solvent: P(=O)([O-])([O-])[O-] (phosphate), C(C)O (ethanol). Reaction conditions: temperature 70 celsius, time 3.5 hour. The product is N=C1SC=C(N1)C(C(=O)NC1[C@@H]2N(C(=C(CS2)CSC2=NC(=NS2)C)C(=O)[O-])C1=O)=NO.[Na+] (sodium 7-[2-(2-imino-4-thiazoline-4-yl)-2-hydroxyimino-acetamido]-3-(3-methyl-1,2,4-thiadiazol-5-yl)thiomethyl-3-cephem-4-carboxylate). As a reaction SMILES: Cl.[NH:2]=[C:3]1[NH:7][C:6]([C:8](=[N:29][OH:30])[C:9]([NH:11][CH:12]2[C:27](=[O:28])[N:14]3[C:15]([C:24]([OH:26])=[O:25])=[C:16]([CH2:19]OC(=O)C)[CH2:17][S:18][C@H:13]23)=[O:10])=[CH:5][S:4]1.[CH3:31][C:32]1[N:36]=[C:35]([SH:37])[S:34][N:33]=1.C(=O)([O-])O.[Na+:42].O>P([O-])([O-])([O-])=O.C(O)C>[NH:2]=[C:3]1[NH:7][C:6]([C:8](=[N:29][OH:30])[C:9]([NH:11][CH:12]2[C:27](=[O:28])[N:14]3[C:15]([C:24]([O-:26])=[O:25])=[C:16]([CH2:19][S:37][C:35]4[S:34][N:33]=[C:32]([CH3:31])[N:36]=4)[CH2:17][S:18][C@H:13]23)=[O:10])=[CH:5][S:4]1.[Na+:42] |f:0.1,3.4,8.9|. Procedure details: In 20 ml of phosphate buffer (0.2 M, pH 6.4) there was dissolved 0.663 g of 7-[2-(2-imino-4-thiazolin-4-yl)-2-hydroxyimino-acetamido]-3-acetoxymethyl-3-cephem-4-carboxylic acid hydrochloride (syn-isomer) together with 0.198 g of 3-methyl-1,2,4-thiadiazole-5-thiol and 0.252 g of sodium hydrogen carbonate and the mixture was stirred at a temperature of 70° C. for 3.5 hours. The reaction mixture was subjected to column chromatography on polystyrene resin (Amberlite XAD-2, Rohm and Haas Co.), develo... Reactants: C(CCC)[Li] (butyllithium), BrC1=CC=C(C(=O)N(C)OC)C=C1 (4-bromo-N-methoxy-N-methylbenzamide), BrC1=CC=C(C(=O)Cl)C=C1 (4-bromo-benzoyl chloride), Cl.CNOC (N,O-dimethylhydoxylamine.hydrochloride), CN1CCOCC1 (N-methylmorpholine), S(=O)(=O)(O)[O-].[K+] (potassium hydrogen sulphate), FC1=C(C(=C(C=C1F)F)F)OC (2,3,5,6-tetrafluoro-anisole). Solvent: CCCCCC (hexane), C1CCOC1 (THF), C(C)(=O)OCC (ethyl acetate), C1CCOC1 (THF). Conditions: temperature -78 celsius, time 20 minute. The product is BrC1=CC=C(C=C1)C(=O)C1=C(C(=C(C(=C1F)F)OC)F)F ((4-bromo-phenyl)-(2,3,5,6-tetrafluoro-4-methoxy-phenyl)-methanone). Isolated yield 53.3%. RXN SMILES: [F:1][C:2]1[C:7]([F:8])=[CH:6][C:5]([F:9])=[C:4]([F:10])[C:3]=1[O:11][CH3:12].C([Li])CCC.[Br:18][C:19]1[CH:30]=[CH:29][C:22]([C:23](N(OC)C)=[O:24])=[CH:21][CH:20]=1.BrC1C=CC(C(Cl)=O)=CC=1.Cl.CNOC.CN1CCOCC1.S([O-])(O)(=O)=O.[K+]>C1COCC1.CCCCCC.C(OCC)(=O)C>[Br:18][C:19]1[CH:30]=[CH:29][C:22]([C:23]([C:6]2[C:7]([F:8])=[C:2]([F:1])[C:3]([O:11][CH3:12])=[C:4]([F:10])[C:5]=2[F:9])=[O:24])=[CH:21][CH:20]=1 |f:4.5,7.8|. Procedure: A solution of 5.4 g of 2,3,5,6-tetrafluoro-anisole in 80 ml of absolute THF is cooled to -78° C. and treated with 20.6 ml of 1.6M butyllithium in hexane within 15 min. After 20 min. 7.4 g of 4-bromo-N-methoxy-N-methylbenzamide (prepared from 4-bromo-benzoyl chloride and N,O-dimethylhydoxylamine.hydrochloride with N-methylmorpholine as the base) in 10 ml of THF are added dropwise and the mixture is stirred at -78° C. for 2 hrs. The reaction solution is poured into cold 10% potassium hydrogen sulp...